Dataset: the Open Reaction Database (ORD), a public repository of structured organic reaction records. Task: describe an organic reaction: reactants, conditions, products, and yield Starting materials: B (borane), Cl (hydrochloric acid), [N+](=O)([O-])C1=CC=C2CCNC(C2=C1)CC(=O)O (7-nitro-1,2,3,4-tetrahydroisoquinolin-1-acetic acid), B (borane). Run in C1CCOC1 (THF), C(C)O (ethanol), C(C)O (ethanol), C1CCOC1 (THF). Conditions: time 4 hour. The product is Cl.OCCC1NCCC2=CC=C(C=C12)[N+](=O)[O-] (1-(2-Hydroxyethyl)-7-nitro-1,2,3,4-tetrahydroisoquinoline Hydrochloride). The yield is 84.0%. As a reaction SMILES: [N+:1]([C:4]1[CH:13]=[C:12]2[C:7]([CH2:8][CH2:9][NH:10][CH:11]2[CH2:14][C:15](O)=[O:16])=[CH:6][CH:5]=1)([O-:3])=[O:2].B.[ClH:19]>C1COCC1.C(O)C>[ClH:19].[OH:16][CH2:15][CH2:14][CH:11]1[C:12]2[C:7](=[CH:6][CH:5]=[C:4]([N+:1]([O-:3])=[O:2])[CH:13]=2)[CH2:8][CH2:9][NH:10]1 |f:5.6|. Procedure: To a suspension of 7-nitro-1,2,3,4-tetrahydroisoquinolin-1-acetic acid in anhydrous THF (20 ml) at 0° C. was added 1.0M borane in THF (25 ml). The reaction mixture was slowly warmed to ambient temperature and stirring was continued for 4 h. Since the reaction was not proceeding to completion, additional borane (10 ml) was added and the solution heated at reflux for 1 h. Upon cooling to ambient temperature, the reaction was quenched by the addition of methanol (1 ml) and 6M hydrochloric acid (5 m... Reactants: CN1CC[C@]23[C@@H]4[C@H]1CC5=C2C(=C(C=C5)OC)O[C@H]3C(=CC4)OC (8,14-dihydro-thebaine), C (charcoal), Cl (Hydrochloric acid), [OH-].[NH4+] (ammonium hydroxide). Solvent: CO (methanol), ClCCl (dichloromethane). Yields the product CN1CC[C@]23C4=C5C=CC(=C4O[C@H]2C(=O)CC[C@H]3[C@H]1C5)OC (hydrocodone). Isolated yield 84.9%. As a reaction SMILES: [CH3:1][N:2]1[C@@H:7]2[CH2:8][C:9]3[CH:14]=[CH:13][C:12]([O:15][CH3:16])=[C:11]4[O:17][C@H:18]5[C:19]([O:22]C)=[CH:20][CH2:21][C@@H:6]2[C@:5]5([C:10]=34)[CH2:4][CH2:3]1.Cl.[OH-].[NH4+].C>CO.ClCCl>[CH3:1][N:2]1[C@@H:7]2[CH2:8][C:9]3[CH:14]=[CH:13][C:12]([O:15][CH3:16])=[C:11]4[O:17][C@H:18]5[C:19]([CH2:20][CH2:21][C@@H:6]2[C@:5]5([C:10]=34)[CH2:4][CH2:3]1)=[O:22] |f:2.3|. Reported procedure: In this Example, 8,14-dihydro-thebaine (6.00 g, 19.14 mmol) was mixed with 24 ml of approx. 6 N Hydrochloric acid (144 mmol, prepared by mixing concentrated hydrochloric acid (12 ml) with DI water (12 ml)) at room temperature with stirring. The homogeneous light yellow colored solution was stirred for 4 hours. Thin Layer chromatography on silica gel plates 90:10:1 (dichloromethane:methanol: concentrated ammonium hydroxide) indicated that the reaction was complete. Decolorizing charcoal (Darco, 0... Reported procedure: To a 2000 mL round-bottom flask was added CH3C(OEt)3 (583.2 g, 3.6 mol, 1.00 eq.) and Compound [CDI] (407.2 g, 3.6 mol, 1.00 eq.) in Ac2O (1000 mL). The mixture was heated to reflux at 130-150° C. for 3 hours. The reaction mixture was concentrated to a small volume and then allowed to cool to room temperature. The mixture was allowed to sit in refrigerate overnight. The precipitated solid was filtered and dried in vacuo to give Compound [CDII] as yellow solid: LCMS (m/e) 184 (M+H). Run at temperature 140 celsius, time 8 hour. Product: C(C)OC(\C(=C(\C)/OCC)\C#N)=O ((Z)-2-Cyano-3-ethoxy-but-2-enoic acid ethyl ester). Reactants: CC(OCC)(OCC)OCC (CH3C(OEt)3), C1=CN(C=N1)C(=O)N2C=CN=C2 (CDI). As a reaction SMILES: [CH3:1][C:2]([O:9][CH2:10][CH3:11])([O:6]CC)OCC.C1N=CN(C([N:19]2[CH:23]=NC=C2)=O)C=1>CC(OC(C)=O)=O>[CH2:10]([O:9][C:2](=[O:6])/[C:1](/[C:23]#[N:19])=[C:2](\[O:9][CH2:10][CH3:11])/[CH3:1])[CH3:11]. Solvent: CC(=O)OC(=O)C (Ac2O).